Dataset: the Open Reaction Database (ORD), a public repository of structured organic reaction records. Task: describe an organic reaction: reactants, conditions, products, and yield Starting materials: CC(C)(C)OC(=O)N1CCC(O)(c2ccc(Cl)cc2)CC1, CI, CN(C)C=O, [H-], [Na+], O. Yields the product COC1(c2ccc(Cl)cc2)CCN(C(=O)OC(C)(C)C)CC1. Reaction SMILES: [C:1]([CH3:2])([CH3:3])([CH3:4])[O:5][C:6](=[O:7])[N:8]1[CH2:9][CH2:10][C:11]([OH:14])([c:15]2[cH:16][cH:17][c:18]([Cl:21])[cH:19][cH:20]2)[CH2:12][CH2:13]1.[CH3:24][I:25].[CH3:27][N:28]([CH3:29])[CH:30]=[O:31].[H-:22].[Na+:23].[OH2:26]>>[C:1]([CH3:2])([CH3:3])([CH3:4])[O:5][C:6](=[O:7])[N:8]1[CH2:9][CH2:10][C:11]([O:14][CH3:24])([c:15]2[cH:16][cH:17][c:18]([Cl:21])[cH:19][cH:20]2)[CH2:12][CH2:13]1. The reactants are Cl (Hydrogen chloride), ClC1=C(C(=NN1C1=CC=CC=C1)C1=CC=C(C=C1)Cl)CO (5-chloro-3-p-chlorophenyl-4-hydroxymethyl-1-phenylpyrazole), Cl (hydrochloric acid). Run in C1(=CC=CC=C1)C (toluene). Conditions: time 4 hour. Yields the product ClC1=C(C(=NN1C1=CC=CC=C1)C1=CC=C(C=C1)Cl)CCl (5-Chloro-4-chloromethyl-3-p-chlorophenyl-1-phenyl-pyrazole). RXN SMILES: [ClH:1].[Cl:2][C:3]1[N:7]([C:8]2[CH:13]=[CH:12][CH:11]=[CH:10][CH:9]=2)[N:6]=[C:5]([C:14]2[CH:19]=[CH:18][C:17]([Cl:20])=[CH:16][CH:15]=2)[C:4]=1[CH2:21]O>C1(C)C=CC=CC=1>[Cl:2][C:3]1[N:7]([C:8]2[CH:13]=[CH:12][CH:11]=[CH:10][CH:9]=2)[N:6]=[C:5]([C:14]2[CH:19]=[CH:18][C:17]([Cl:20])=[CH:16][CH:15]=2)[C:4]=1[CH2:21][Cl:1]. Procedure: Hydrogen chloride gas is introduced into a mixture of 15 g of 5-chloro-3-p-chlorophenyl-4-hydroxymethyl-1-phenylpyrazole and 25 ml of concentrated hydrochloric acid and heating is carried out for 4 hours at boiling point. Following this 25 ml of toluene are mixed in. The layers are separated and the aqueous phase with toluene is removed. The organic layers are reduced in bulk by evaporation in vacuo, toluene is again added and reduction in bulk is repeated. 5-Chloro-4-chloromethyl-3-p-chlorophen... The reactants are CCCC(=O)C1=C(O)CC(C2CCC3OC3C2)CC1=O, Cl, [Na+], [OH-]. Yields the product CCCC(=O)C1=C(O)CC(C2CCC(O)C(O)C2)CC1=O. Reaction SMILES: [C:1]([CH2:2][CH2:3][CH3:4])(=[O:5])[C:6]1=[C:11]([OH:12])[CH2:10][CH:9]([CH:13]2[CH2:14][CH:15]3[CH:16]([CH2:17][CH2:18]2)[O:19]3)[CH2:8][C:7]1=[O:20].[ClH:23].[Na+:22].[OH-:21]>>[C:1]([CH2:2][CH2:3][CH3:4])(=[O:5])[C:6]1=[C:11]([OH:12])[CH2:10][CH:9]([CH:13]2[CH2:14][CH:15]([OH:19])[CH:16]([OH:21])[CH2:17][CH2:18]2)[CH2:8][C:7]1=[O:20].